From a dataset of the Open Reaction Database (ORD), a public repository of structured organic reaction records. describe an organic reaction: reactants, conditions, products, and yield Reactants: CCN=C=NCCCN(C)C, COC(=O)c1ccccc1C(=O)N1CCNCC1, CCN(C(C)C)C(C)C, Cl, CN(C)C=O, O, On1nnc2ccccc21, O=C(O)CNC(=O)c1ccc(-c2ccccc2)cc1. The product is COC(=O)c1ccccc1C(=O)N1CCN(C(=O)CNC(=O)c2ccc(-c3ccccc3)cc2)CC1. As a reaction SMILES: [CH3:39][CH2:40][N:41]=[C:42]=[N:43][CH2:44][CH2:45][CH2:46][N:47]([CH3:48])[CH3:49].[CH3:51][O:52][C:53]([c:54]1[c:55]([C:60](=[O:61])[N:62]2[CH2:63][CH2:64][NH:65][CH2:66][CH2:67]2)[cH:56][cH:57][cH:58][cH:59]1)=[O:68].[CH:1]([N:2]([CH2:3][CH3:4])[CH:5]([CH3:6])[CH3:7])([CH3:8])[CH3:9].[ClH:50].[O:69]=[CH:70][N:71]([CH3:72])[CH3:73].[OH2:74].[OH:29][n:30]1[c:31]2[c:32]([cH:33][cH:34][cH:35][cH:36]2)[n:37][n:38]1.[c:10]1(-[c:23]2[cH:24][cH:25][cH:26][cH:27][cH:28]2)[cH:11][cH:12][c:13]([C:16](=[O:17])[NH:18][CH2:19][C:20](=[O:21])[OH:22])[cH:14][cH:15]1>>[c:10]1(-[c:23]2[cH:24][cH:25][cH:26][cH:27][cH:28]2)[cH:11][cH:12][c:13]([C:16](=[O:17])[NH:18][CH2:19][C:20](=[O:22])[N:65]2[CH2:64][CH2:63][N:62]([C:60]([c:55]3[c:54]([C:53]([O:52][CH3:51])=[O:68])[cH:59][cH:58][cH:57][cH:56]3)=[O:61])[CH2:67][CH2:66]2)[cH:14][cH:15]1. Reactants: O1CCC(CC1)=O (tetrahydro-4H-pyran-4-one), C(C)(=O)O[BH-](OC(C)=O)OC(C)=O.[Na+] (sodium triacetoxyborohydride), ClC1=CC=C(C[C@@H](N)C(=O)N2C3CC(CC2CC3)N(C(=O)N(CC)CC)C3CCCCC3)C=C1 (N-[8-(4-chloro-D-phenylalanyl)-8-azabicyclo[3.2.1]oct-3-yl]-N-cyclohexyl-N′,N′-diethylurea). The solvent is ClCCl (dichloromethane). Conditions: time 3 day. Product: ClC1=CC=C(C[C@@H](NC2CCOCC2)C(=O)N2C3CC(CC2CC3)N(C(=O)N(CC)CC)C3CCCCC3)C=C1 (N-{8-[4-chloro-N-(tetrahydro-2H-pyran-4-yl)-D-phenylalanyl]-8-azabicyclo[3.2.1]oct-3-yl}-N-cyclohexyl-N′,N′-diethylurea). Isolated yield 65.9%. As a reaction SMILES: [Cl:1][C:2]1[CH:34]=[CH:33][C:5]([CH2:6][C@H:7]([C:9]([N:11]2[CH:16]3[CH2:17][CH2:18][CH:12]2[CH2:13][CH:14]([N:19]([CH:27]2[CH2:32][CH2:31][CH2:30][CH2:29][CH2:28]2)[C:20]([N:22]([CH2:25][CH3:26])[CH2:23][CH3:24])=[O:21])[CH2:15]3)=[O:10])[NH2:8])=[CH:4][CH:3]=1.[O:35]1[CH2:40][CH2:39][C:38](=O)[CH2:37][CH2:36]1.C(O[BH-](OC(=O)C)OC(=O)C)(=O)C.[Na+]>ClCCl>[Cl:1][C:2]1[CH:3]=[CH:4][C:5]([CH2:6][C@H:7]([C:9]([N:11]2[CH:16]3[CH2:17][CH2:18][CH:12]2[CH2:13][CH:14]([N:19]([CH:27]2[CH2:28][CH2:29][CH2:30][CH2:31][CH2:32]2)[C:20]([N:22]([CH2:23][CH3:24])[CH2:25][CH3:26])=[O:21])[CH2:15]3)=[O:10])[NH:8][CH:38]2[CH2:39][CH2:40][O:35][CH2:36][CH2:37]2)=[CH:33][CH:34]=1 |f:2.3|. Procedure details: 0.30 g of the N-[8-(4-chloro-D-phenylalanyl)-8-azabicyclo[3.2.1]oct-3-yl]-N-cyclohexyl-N′,N′-diethylurea endo compound, obtained in step 1.5, is dissolved in 3 ml of dichloromethane under N2 in the presence of 0.061 g of tetrahydro-4H-pyran-4-one and of 0.17 g of sodium triacetoxyborohydride. The reaction medium is stirred at ambient temperature for 3 days. After evaporation and hydrolysis with a saturated aqueous sodium hydrogen carbonate solution, extraction is carried out with ethyl acetate u...